Task: describe an organic reaction: reactants, conditions, products, and yield. Dataset: the Open Reaction Database (ORD), a public repository of structured organic reaction records Reactants: Br, O=N[O-], NC(Cc1ccccc1)C(=O)O, [Na+], O. Yields the product O=C(O)C(Br)Cc1ccccc1. RXN SMILES: [BrH:13].[N:14]([O-:15])=[O:16].[NH2:1][CH:2]([CH2:3][c:4]1[cH:5][cH:6][cH:7][cH:8][cH:9]1)[C:10]([OH:11])=[O:12].[Na+:17].[OH2:18]>>[CH:2]([CH2:3][c:4]1[cH:5][cH:6][cH:7][cH:8][cH:9]1)([C:10]([OH:11])=[O:12])[Br:13]. The reactants are O(C1=CC=CC=C1)C=1C=C(C=CC1)C (m-phenoxytoluene), C(C)(=O)O (acetic acid). The product is O(C1=CC=CC=C1)C=1C=C(C=O)C=CC1 (m-phenoxybenzaldehyde). RXN SMILES: [O:1]([C:8]1[CH:9]=[C:10]([CH3:14])[CH:11]=[CH:12][CH:13]=1)[C:2]1[CH:7]=[CH:6][CH:5]=[CH:4][CH:3]=1.C(O)(=[O:17])C>>[O:1]([C:8]1[CH:9]=[C:10]([CH:11]=[CH:12][CH:13]=1)[CH:14]=[O:17])[C:2]1[CH:3]=[CH:4][CH:5]=[CH:6][CH:7]=1. Reported procedure: Experiments were carried out under such conditions that the mixing ratio of m-phenoxytoluene to acetic acid was varied. Using as catalysts 3 mol% of cobalt acetate tetrahydrate and 3 mol% of sodium bromide to m-phenoxytoluene and limiting the total volume of the reaction liquid to 150 ml, the experiments were carried out in the same manner as described in Example 17. The results obtained are shown in Table 21. No substantial intermediate oxidation product was obtained when the amount of acetic a... Starting materials: O (Water), CN(S(=O)(=O)C=1SC=CC1)C=1C=CC=C2C=C(NC12)C=1SC2(CN1)CCNCC2 (N-methyl-N-[2-(1-thia-3,8-diazaspiro[4.5]dec-2-en-2-yl)-1H-indol-7-yl]thiophene-2-sulfonamide), C(C)=O (acetaldehyde), C(C)(=O)O[BH-](OC(C)=O)OC(C)=O.[Na+] (sodium triacetoxyborohydride). The solvent is O1CCCC1 (tetrahydrofuran). Run at time 30 minute. Product: C(C)N1CCC2(CN=C(S2)C=2NC3=C(C=CC=C3C2)N(S(=O)(=O)C=2SC=CC2)C)CC1 (N-[2-(8-ethyl-1-thia-3,8-diazaspiro[4.5]dec-2-en-2-yl)-1H-indol-7-yl]-N-methylthiophene-2-sulfonamide). Yield: 80.0%. Reaction SMILES: [CH3:1][N:2]([C:11]1[CH:12]=[CH:13][CH:14]=[C:15]2[C:19]=1[NH:18][C:17]([C:20]1[S:21][C:22]3([CH2:29][CH2:28][NH:27][CH2:26][CH2:25]3)[CH2:23][N:24]=1)=[CH:16]2)[S:3]([C:6]1[S:7][CH:8]=[CH:9][CH:10]=1)(=[O:5])=[O:4].[CH:30](=O)[CH3:31].C(O[BH-](OC(=O)C)OC(=O)C)(=O)C.[Na+].O>O1CCCC1>[CH2:30]([N:27]1[CH2:28][CH2:29][C:22]2([S:21][C:20]([C:17]3[NH:18][C:19]4[C:15]([CH:16]=3)=[CH:14][CH:13]=[CH:12][C:11]=4[N:2]([CH3:1])[S:3]([C:6]3[S:7][CH:8]=[CH:9][CH:10]=3)(=[O:4])=[O:5])=[N:24][CH2:23]2)[CH2:25][CH2:26]1)[CH3:31] |f:2.3|. Procedure: To a solution of N-methyl-N-[2-(1-thia-3,8-diazaspiro[4.5]dec-2-en-2-yl)-1H-indol-7-yl]thiophene-2-sulfonamide (100 mg) and acetaldehyde (90%) (100 μL) in tetrahydrofuran (3 ml) was added sodium triacetoxyborohydride (125 mg), and the mixture was stirred at room temperature for 30 min. Water was added to the reaction mixture, and the mixture was extracted with ethyl acetate. The ethyl acetate layer was washed with saturated brine, dried (MgSO4), and concentrated. The obtained residue was subject... Reactants: Cc1cc2c(-c3ccccc3)noc2c2c1OC(CO)C2, CC(C)=O, O=[Cr](=O)=O, O, O=S(=O)(O)O. Yields the product Cc1cc2c(-c3ccccc3)noc2c2c1OC(C(=O)O)C2. Reaction SMILES: [CH3:1][c:2]1[c:3]2[c:4]([c:5]3[c:6]([c:7](-[c:10]4[cH:11][cH:12][cH:13][cH:14][cH:15]4)[n:8][o:9]3)[cH:16]1)[CH2:17][CH:18]([CH2:20][OH:21])[O:19]2.[CH3:32][C:33](=[O:34])[CH3:35].[O:22]=[Cr:23](=[O:24])=[O:25].[OH2:26].[S:27](=[O:28])(=[O:29])([OH:30])[OH:31]>>[CH3:1][c:2]1[c:3]2[c:4]([c:5]3[c:6]([c:7](-[c:10]4[cH:11][cH:12][cH:13][cH:14][cH:15]4)[n:8][o:9]3)[cH:16]1)[CH2:17][CH:18]([C:20](=[O:21])[OH:22])[O:19]2. The reactants are Cc1ccc(Br)nc1, COC(=O)c1cc(B2OC(C)(C)C(C)(C)O2)cc([N+](=O)[O-])c1, C=C(OC)OC, [K+], [K+], [K+], O, O=P([O-])([O-])[O-]. Yields the product COC(=O)c1cc(-c2ccc(C)cn2)cc([N+](=O)[O-])c1. As a reaction SMILES: [Br:23][c:24]1[n:25][cH:26][c:27]([CH3:30])[cH:28][cH:29]1.[CH3:1][O:2][C:3]([c:4]1[cH:5][c:6]([N+:19](=[O:20])[O-:21])[cH:7][c:8]([B:10]2[O:11][C:12]([CH3:13])([CH3:14])[C:15]([CH3:16])([CH3:17])[O:18]2)[cH:9]1)=[O:22].[CH3:39][O:40][C:41]([O:42][CH3:43])=[CH2:44].[K+:36].[K+:37].[K+:38].[OH2:45].[P:31]([O-:32])([O-:33])([O-:34])=[O:35]>>[CH3:1][O:2][C:3]([c:4]1[cH:5][c:6]([N+:19](=[O:20])[O-:21])[cH:7][c:8](-[c:24]2[n:25][cH:26][c:27]([CH3:30])[cH:28][cH:29]2)[cH:9]1)=[O:22]. The reactants are COCCN(C)CCn1cc(-c2cc3cccnc3n2S(=O)(=O)c2ccc(C)cc2)c2cc(OC)c(OC)cc21, O=C(O)C(F)(F)F, [K+], [OH-]. The product is COCCN(C)CCn1cc(-c2cc3cccnc3[nH]2)c2cc(OC)c(OC)cc21, O=C(O)C(F)(F)F. Reaction SMILES: [CH3:8][O:9][c:10]1[cH:11][c:12]2[c:13](-[c:29]3[cH:30][c:31]4[c:32]([n:33][cH:34][cH:35][cH:36]4)[n:37]3[S:38]([c:39]3[cH:40][cH:41][c:42]([CH3:43])[cH:44][cH:45]3)(=[O:46])=[O:47])[cH:14][n:15]([CH2:21][CH2:22][N:23]([CH3:24])[CH2:25][CH2:26][O:27][CH3:28])[c:16]2[cH:17][c:18]1[O:19][CH3:20].[F:1][C:2]([C:3](=[O:4])[OH:5])([F:6])[F:7].[K+:49].[OH-:48]>>[CH3:8][O:9][c:10]1[cH:11][c:12]2[c:13](-[c:29]3[cH:30][c:31]4[c:32]([n:33][cH:34][cH:35][cH:36]4)[nH:37]3)[cH:14][n:15]([CH2:21][CH2:22][N:23]([CH3:24])[CH2:25][CH2:26][O:27][CH3:28])[c:16]2[cH:17][c:18]1[O:19][CH3:20].[F:1][C:2]([C:3](=[O:4])[OH:5])([F:6])[F:7]. Reactants: CC(=O)O, O=C1OC(=O)C2CCCCC12, N#Cc1ccc(N)c(F)c1. Yields the product N#Cc1ccc(N2C(=O)C3CCCCC3C2=O)c(F)c1. As a reaction SMILES: [CH3:22][C:23](=[O:24])[OH:25].[CH:1]12[CH:2]([CH2:3][CH2:4][CH2:5][CH2:6]1)[C:7](=[O:8])[O:9][C:10]2=[O:11].[NH2:12][c:13]1[c:14]([F:21])[cH:15][c:16]([C:17]#[N:18])[cH:19][cH:20]1>>[CH:1]12[CH:2]([CH2:3][CH2:4][CH2:5][CH2:6]1)[C:7](=[O:9])[N:12]([c:13]1[c:14]([F:21])[cH:15][c:16]([C:17]#[N:18])[cH:19][cH:20]1)[C:10]2=[O:11]. Reactants: CCOC(=O)c1cnn(C)c1C(=O)O, CCCP(=O)(O)O, CC(C)c1nc2cc(N)ccn2n1, CCN(C(C)C)C(C)C, C1CCOC1. The product is CCOC(=O)c1cnn(C)c1C(=O)Nc1ccn2nc(C(C)C)nc2c1. As a reaction SMILES: [CH2:14]([CH3:15])[O:16][C:17](=[O:18])[c:19]1[cH:20][n:21][n:22]([CH3:27])[c:23]1[C:24](=[O:25])[OH:26].[CH2:28]([P:29]([OH:30])([OH:31])=[O:32])[CH2:33][CH3:34].[CH:1]([CH3:2])([CH3:3])[c:4]1[n:5][n:6]2[c:7]([cH:8][c:9]([NH2:12])[cH:10][cH:11]2)[n:13]1.[CH:35]([N:36]([CH:37]([CH3:38])[CH3:39])[CH2:40][CH3:41])([CH3:42])[CH3:43].[O:44]1[CH2:45][CH2:46][CH2:47][CH2:48]1>>[CH:1]([CH3:2])([CH3:3])[c:4]1[n:5][n:6]2[c:7]([cH:8][c:9]([NH:12][C:24]([c:23]3[c:19]([C:17]([O:16][CH2:14][CH3:15])=[O:18])[cH:20][n:21][n:22]3[CH3:27])=[O:25])[cH:10][cH:11]2)[n:13]1.